This data is from the Open Reaction Database (ORD), a public repository of structured organic reaction records. The task is: describe an organic reaction: reactants, conditions, products, and yield Starting materials: C1=CC=CC=2C3=CC=CC=C3CC12 (fluorene), BrN1C(CCC1=O)=O (N-bromo succinimide). Run in C1(OCC(C)O1)=O (propylene carbonate). The product is BrC1=CC=2CC3=CC=CC=C3C2C=C1 (2-Bromofluorene). The yield is 95.0%. RXN SMILES: [CH:1]1[C:13]2[CH2:12][C:11]3[C:6](=[CH:7][CH:8]=[CH:9][CH:10]=3)[C:5]=2[CH:4]=[CH:3][CH:2]=1.[Br:14]N1C(=O)CCC1=O>C1(=O)OC(C)CO1>[Br:14][C:9]1[CH:8]=[CH:7][C:6]2[C:5]3[C:13](=[CH:1][CH:2]=[CH:3][CH:4]=3)[CH2:12][C:11]=2[CH:10]=1. Reported procedure: To a solution of fluorene (16.6 g, 0.1 mol), in propylene carbonate (125 mL), at 60° C., N-bromo succinimide (17.8 g, 0.1 mol) was added in one portion, and the mixture was allowed to cool over a period of 1 hour. The solids separated on dilution with water (2 L), were collected, dissolved in toluene (250 mL), and the toluene solution was washed with water. The solids left after concentration were recrystallized from ethanol-water, 23.3 g (95% yield), m.p. 95.6-101.3° C. Mass Spec: m/z 322, 324,... The product is ClCCOC(=O)NC=1C(=C(C(=C(C1)Cl)OC)[N+](=O)[O-])OC (5-(β-chloroethoxycarbonyl)amino-2,4-dimethoxy-3-nitrochlorobenzene). Run in O1CCOCC1 (dioxane). The reactants are C([O-])([O-])=O.[Ca+2] (calcium carbonate), NC=1C(=C(C(=C(C1)Cl)OC)[N+](=O)[O-])OC (5-amino-2,4-dimethoxy-3-nitrochlorobenzene), ClC(=O)OCCCl (β-chloroethyl chloroformate). Procedure: 0.05 mole (11.7 g) of 5-amino-2,4-dimethoxy-3-nitrochlorobenzene was dissolved in 50 ml of dioxane. 5 g of calcium carbonate were added and then the temperature was raised to the region of 90° C. 0.05 mole (7.2 g) of β-chloroethyl chloroformate was then introduced with stirring. Upon completion of the addition, stirring was maintained for 30 additional minutes at 90° C. The inorganic salts present in the reaction mixture were removed by filtration while hot. After addition of iced water to the f... Reaction SMILES: [NH2:1][C:2]1[C:3]([O:14][CH3:15])=[C:4]([N+:11]([O-:13])=[O:12])[C:5]([O:9][CH3:10])=[C:6]([Cl:8])[CH:7]=1.C(=O)([O-])[O-].[Ca+2].Cl[C:22]([O:24][CH2:25][CH2:26][Cl:27])=[O:23]>O1CCOCC1>[Cl:27][CH2:26][CH2:25][O:24][C:22]([NH:1][C:2]1[C:3]([O:14][CH3:15])=[C:4]([N+:11]([O-:13])=[O:12])[C:5]([O:9][CH3:10])=[C:6]([Cl:8])[CH:7]=1)=[O:23] |f:1.2|. Reaction conditions: temperature 90 celsius. The reactants are OCC1CCC2(CC1)CC2, ClCCl, O=[Cr](=O)([O-])O[Cr](=O)(=O)[O-], c1cc[nH+]cc1, c1cc[nH+]cc1. The product is O=CC1CCC2(CC1)CC2. Reaction SMILES: [CH2:1]1[CH2:2][C:3]12[CH2:4][CH2:5][CH:6]([CH2:9][OH:10])[CH2:7][CH2:8]2.[Cl:32][CH2:33][Cl:34].[Cr:11]([O:12][Cr:13]([O-:14])(=[O:15])=[O:16])([O-:17])(=[O:18])=[O:19].[nH+:20]1[cH:21][cH:22][cH:23][cH:24][cH:25]1.[nH+:26]1[cH:27][cH:28][cH:29][cH:30][cH:31]1>>[CH2:1]1[CH2:2][C:3]12[CH2:4][CH2:5][CH:6]([CH:9]=[O:10])[CH2:7][CH2:8]2. Reactants: CO, CCO, Cl, CC(C)(C)OC(=O)N1CCC(n2c(=O)[nH]c3ccc(OC(F)F)cc32)CC1. Yields the product Cl, O=c1[nH]c2ccc(OC(F)F)cc2n1C1CCNCC1. Reaction SMILES: [CH3:29][OH:30].[CH3:31][CH2:32][OH:33].[ClH:28].[F:1][CH:2]([O:3][c:4]1[cH:5][cH:6][c:7]2[c:8]([n:9]([CH:13]3[CH2:14][CH2:15][N:16]([C:19]([O:20][C:21]([CH3:22])([CH3:23])[CH3:24])=[O:25])[CH2:17][CH2:18]3)[c:10](=[O:12])[nH:11]2)[cH:26]1)[F:27]>>[ClH:28].[F:1][CH:2]([O:3][c:4]1[cH:5][cH:6][c:7]2[c:8]([n:9]([CH:13]3[CH2:14][CH2:15][NH:16][CH2:17][CH2:18]3)[c:10](=[O:12])[nH:11]2)[cH:26]1)[F:27].